Dataset: the Open Reaction Database (ORD), a public repository of structured organic reaction records. Task: describe an organic reaction: reactants, conditions, products, and yield Starting materials: NC=1SC=CN1 (2-aminothiazole), C1(CCCCC1)[N+]#[C-] (cyclohexylisonitrile), N1=C(C=CC=C1)C=O (2-pyridinecarbaldehyde). Run in Cl(=O)(=O)(=O)O (perchloric acid). Yields the product C1(CCCCC1)NC1=C(N=C2SC=CN21)C2=NC=CC=C2 (Cyclohexyl-(6-pyridin-2-yl-imidazo[2,1-b]thiazol-5-yl)-amine). As a reaction SMILES: [NH2:1][C:2]1[S:3][CH:4]=[CH:5][N:6]=1.[CH:7]1([N+:13]#[C-:14])[CH2:12][CH2:11][CH2:10][CH2:9][CH2:8]1.[N:15]1[CH:20]=[CH:19][CH:18]=[CH:17][C:16]=1[CH:21]=O>Cl(O)(=O)(=O)=O>[CH:7]1([NH:13][C:14]2[N:6]3[C:2]([S:3][CH:4]=[CH:5]3)=[N:1][C:21]=2[C:16]2[CH:17]=[CH:18][CH:19]=[CH:20][N:15]=2)[CH2:12][CH2:11][CH2:10][CH2:9][CH2:8]1. Procedure: Compound 12 was prepared in accordance with the general synthesis instructions from 1.0 ml (0.1 mmol) 2-aminothiazole solution (0.1 M, MC), 0.575 ml (0.115 mmol) cyclohexylisonitrile solution (0.2 M, MC), 0.500 ml (0.15 mmol) 2-pyridinecarbaldehyde solution (0.3 M, MC) and 10 μl perchloric acid (w=20%) in a substance library. The reactants are C(=O)([O-])[O-].[Na+].[Na+] (Na2CO3), B.C1CCOC1 (BH3.THF), BrC=1C=C(C(=O)O)C=C(C1)F (3-bromo-5-fluorobenzoic acid). Run in CCOC(=O)C (EtOAc), C1CCOC1 (THF), C1CCOC1 (THF). Run at time 24 hour. Yields the product BrC=1C=C(C=C(C1)F)CO ((3-Bromo-5-fluorophenyl)methanol). RXN SMILES: B.C1COCC1.[Br:7][C:8]1[CH:9]=[C:10]([CH:14]=[C:15]([F:17])[CH:16]=1)[C:11](O)=[O:12].C([O-])([O-])=O.[Na+].[Na+]>C1COCC1.CCOC(C)=O>[Br:7][C:8]1[CH:9]=[C:10]([CH2:11][OH:12])[CH:14]=[C:15]([F:17])[CH:16]=1 |f:0.1,3.4.5|. Reported procedure: BH3.THF in THF (1.00 M, 4.44 ml) was added dropwise into the THF (10 ml) solution of 3-bromo-5-fluorobenzoic acid (447 mg, 2.00 mmol) at rt under an atmosphere of nitrogen. The combined solution was stirred at rt for 24 h. After that time, the mixture was diluted with EtOAc (50 ml) and treated with saturated Na2CO3 (30 ml). The aqueous layer was extracted with EtOAc (2×25 ml). The extracts were washed with water (3×30 ml), brine (30 ml), dried over MgSO4, filtered and concentrated in vacuo to gi... Starting materials: BrP(Br)(c1ccccc1)(c1ccccc1)c1ccccc1, OCc1ccnc(Cl)c1, ClCCl. The product is Clc1cc(CBr)ccn1. As a reaction SMILES: [Br:10][P:11]([Br:12])([c:13]1[cH:14][cH:15][cH:16][cH:17][cH:18]1)([c:19]1[cH:20][cH:21][cH:22][cH:23][cH:24]1)[c:25]1[cH:26][cH:27][cH:28][cH:29][cH:30]1.[Cl:1][c:2]1[n:3][cH:4][cH:5][c:6]([CH2:8][OH:9])[cH:7]1.[Cl:31][CH2:32][Cl:33]>>[Cl:1][c:2]1[n:3][cH:4][cH:5][c:6]([CH2:8][Br:10])[cH:7]1. Reactants: FC(C=1C=C(C=C(C1)C(F)(F)F)C(C(=O)N(C)C=1C=NC(=CC1C1=C(C=C(C=C1)F)C)N1C[C@@H]2N(CC1)CCC2)(C)C)(F)F (2-[3,5-Bis(trifluoromethyl)phenyl]-N-{4-(4-fluoro-2-methylphenyl)-6-[(8aR) -hexahydropyrrolo[1,2-a]pyrazin-2(1H)-yl]-3-pyridinyl}-N,2-dimethylpropanamide), Cl (HCl). Run in C(Cl)Cl (DCM). Conditions: time 30 minute. Yields the product Cl.FC(C=1C=C(C=C(C1)C(F)(F)F)C(C(=O)N(C)C=1C=NC(=CC1C1=C(C=C(C=C1)F)C)N1C[C@@H]2N(CC1)CCC2)(C)C)(F)F (2-[3,5-Bis(trifluoromethyl)phenyl]-N-{4-(4-fluoro-2-methylphenyl)-6-[(8aR) -hexahydropyrrolo[1,2-a]pyrazin-2(1H)-yl]-3-pyridinyl}-N,2-dimethylpropanamide hydrochloride). Yield: 98.7%. As a reaction SMILES: [F:1][C:2]([F:44])([F:43])[C:3]1[CH:4]=[C:5]([C:13]([CH3:42])([CH3:41])[C:14]([N:16]([C:18]2[CH:19]=[N:20][C:21]([N:32]3[CH2:37][CH2:36][N:35]4[CH2:38][CH2:39][CH2:40][C@@H:34]4[CH2:33]3)=[CH:22][C:23]=2[C:24]2[CH:29]=[CH:28][C:27]([F:30])=[CH:26][C:25]=2[CH3:31])[CH3:17])=[O:15])[CH:6]=[C:7]([C:9]([F:12])([F:11])[F:10])[CH:8]=1.[ClH:45]>C(Cl)Cl>[ClH:45].[F:12][C:9]([F:10])([F:11])[C:7]1[CH:6]=[C:5]([C:13]([CH3:42])([CH3:41])[C:14]([N:16]([C:18]2[CH:19]=[N:20][C:21]([N:32]3[CH2:37][CH2:36][N:35]4[CH2:38][CH2:39][CH2:40][C@@H:34]4[CH2:33]3)=[CH:22][C:23]=2[C:24]2[CH:29]=[CH:28][C:27]([F:30])=[CH:26][C:25]=2[CH3:31])[CH3:17])=[O:15])[CH:4]=[C:3]([C:2]([F:1])([F:43])[F:44])[CH:8]=1 |f:3.4|. Reported procedure: 2-[3,5-Bis(trifluoromethyl)phenyl]-N-{4-(4-fluoro-2-methylphenyl)-6-[(8aR) -hexahydropyrrolo[1,2-a]pyrazin-2(1H)-yl]-3-pyridinyl}-N,2-dimethylpropanamide (E25; 39 mg, 0.063 mmol) was dissolved in DCM and the temperature was lowered at 0° C.; HCl (1M soln. in Et2O) 75 μl (0.075 mmol) was slowly added and, afterwards, the reaction mixture was stirred at this temperature for 30 min. Then, the solvent was removed and, the solid obtained was triturated with pentane. Obtained 41 mg of the desired comp... Starting materials: OCC1=CC=C(C=C1)CCN1C(C=C(C=C1)OCC=1SC=CC1)=O (1-[2-(4-hydroxymethyl-phenyl)-ethyl]-4-(thiophen-2-ylmethoxy)-1H-pyridin-2-one), N1CCCC1 (pyrrolidine). Yields the product N1(CCCC1)CC1=CC=C(C=C1)CCN1C(C=C(C=C1)OCC=1SC=CC1)=O (1-[2-(4-Pyrrolidin-1-ylmethyl-phenyl)-ethyl]-4-(thiophen-2-ylmethoxy)-1H-pyridin-2-one). RXN SMILES: O[CH2:2][C:3]1[CH:8]=[CH:7][C:6]([CH2:9][CH2:10][N:11]2[CH:16]=[CH:15][C:14]([O:17][CH2:18][C:19]3[S:20][CH:21]=[CH:22][CH:23]=3)=[CH:13][C:12]2=[O:24])=[CH:5][CH:4]=1.[NH:25]1[CH2:29][CH2:28][CH2:27][CH2:26]1>>[N:25]1([CH2:2][C:3]2[CH:8]=[CH:7][C:6]([CH2:9][CH2:10][N:11]3[CH:16]=[CH:15][C:14]([O:17][CH2:18][C:19]4[S:20][CH:21]=[CH:22][CH:23]=4)=[CH:13][C:12]3=[O:24])=[CH:5][CH:4]=2)[CH2:29][CH2:28][CH2:27][CH2:26]1. Reported procedure: 1-[2-(4-Pyrrolidin-1-ylmethyl-phenyl)-ethyl]-4-(thiophen-2-ylmethoxy)-1H-pyridin-2-one is prepared as example 2.1b from 45 mg (mg (0.13 mmol) 1-[2-(4-hydroxymethyl-phenyl)-ethyl]-4-(thiophen-2-ylmethoxy)-1H-pyridin-2-one (example 2.1a) and 22 μL (0.26 mmol) pyrrolidine. The product is purified via reverse HPLC chromatography (Waters X-Bridge; water (0.15% NH4OH)/acetonitrile 95:5 to 10:90 and then Stable bond, C18; water (0.1% formic acid)/acetonitrile (0.1% formic acid) 95:5 to 10:90). Starting materials: CCOC(C)=O, Cl, COc1nccc(I)c1-c1nc2c(C)cc(-n3ccnc3)cc2[nH]1. The product is Cc1cc(-n2ccnc2)cc2[nH]c(-c3c(I)cc[nH]c3=O)nc12. Reaction SMILES: [CH3:26][CH2:27][O:28][C:29](=[O:30])[CH3:31].[ClH:25].[n:1]1(-[c:6]2[cH:7][c:8]([CH3:24])[c:9]3[c:10]([nH:11][c:12](-[c:14]4[c:15]([O:21][CH3:22])[n:16][cH:17][cH:18][c:19]4[I:20])[n:13]3)[cH:23]2)[cH:2][n:3][cH:4][cH:5]1>>[n:1]1(-[c:6]2[cH:7][c:8]([CH3:24])[c:9]3[c:10]([nH:11][c:12](-[c:14]4[c:15](=[O:21])[nH:16][cH:17][cH:18][c:19]4[I:20])[n:13]3)[cH:23]2)[cH:2][n:3][cH:4][cH:5]1. Reactants: O=C([O-])[O-], C=C(Br)C(=O)Nc1ccc2c(c1)cc(C(=O)Nc1cc(C(=O)Nc3cc(C(=O)Nc4cc(C(=O)NCCC(=N)N)n(C)c4)n(C)c3)n(C)c1)n2C, Cl, [K+], [K+], O=C1CCC(=O)O1, CN(C)C=O. Yields the product C=C(Br)C(=O)Nc1ccc2c(c1)cc(C(=O)Nc1cc(C(=O)Nc3cc(C(=O)Nc4cc(C(=O)NCCC#N)n(C)c4)n(C)c3)n(C)c1)n2C. As a reaction SMILES: [C:53](=[O:54])([O-:55])[O-:56].[CH3:2][n:3]1[c:4]([C:45](=[O:46])[NH:47][CH2:48][CH2:49][C:50](=[NH:51])[NH2:52])[cH:5][c:6]([NH:8][C:9](=[O:10])[c:11]2[n:12]([CH3:44])[cH:13][c:14]([NH:16][C:17](=[O:18])[c:19]3[n:20]([CH3:43])[cH:21][c:22]([NH:24][C:25](=[O:26])[c:27]4[n:28]([CH3:42])[c:29]5[cH:30][cH:31][c:32]([NH:36][C:37]([C:38](=[CH2:39])[Br:40])=[O:41])[cH:33][c:34]5[cH:35]4)[cH:23]3)[cH:15]2)[cH:7]1.[ClH:1].[K+:57].[K+:58].[O:59]=[C:60]1[O:61][C:62](=[O:63])[CH2:64][CH2:65]1.[O:66]=[CH:67][N:68]([CH3:69])[CH3:70]>>[CH3:2][n:3]1[c:4]([C:45](=[O:46])[NH:47][CH2:48][CH2:49][C:50]#[N:51])[cH:5][c:6]([NH:8][C:9](=[O:10])[c:11]2[n:12]([CH3:44])[cH:13][c:14]([NH:16][C:17](=[O:18])[c:19]3[n:20]([CH3:43])[cH:21][c:22]([NH:24][C:25](=[O:26])[c:27]4[n:28]([CH3:42])[c:29]5[cH:30][cH:31][c:32]([NH:36][C:37]([C:38](=[CH2:39])[Br:40])=[O:41])[cH:33][c:34]5[cH:35]4)[cH:23]3)[cH:15]2)[cH:7]1. Starting materials: C(#N)C1(CC1)NC(=O)C1CC(CC1)S(=O)(=O)C1=C(C=C(C=C1)F)Cl (rac-(1S,35)-3-(2-chloro-4-fluoro-benzenesulfonyl)-cyclopentanecarboxylic acid (1-cyano-cyclopropyl)-amide), FC1(CNCC1)F (3,3-difluoro-pyrrolidine). Yields the product C(#N)C1(CC1)NC(=O)[C@H]1C[C@@H](CC1)S(=O)(=O)C1=C(C=C(C=C1)N1CC(CC1)(F)F)Cl ((1R,3R)-3-[2-chloro-4-(3,3-difluoro-pyrrolidin-1-yl)-benzenesulfonyl]-cyclopentanecarboxylic acid (1-cyano-cyclopropyl)-amide). Reaction SMILES: [C:1]([C:3]1([NH:6][C:7]([CH:9]2[CH2:13][CH2:12][CH:11]([S:14]([C:17]3[CH:22]=[CH:21][C:20](F)=[CH:19][C:18]=3[Cl:24])(=[O:16])=[O:15])[CH2:10]2)=[O:8])[CH2:5][CH2:4]1)#[N:2].[F:25][C:26]1([F:31])[CH2:30][CH2:29][NH:28][CH2:27]1>>[C:1]([C:3]1([NH:6][C:7]([C@@H:9]2[CH2:13][CH2:12][C@@H:11]([S:14]([C:17]3[CH:22]=[CH:21][C:20]([N:28]4[CH2:29][CH2:30][C:26]([F:31])([F:25])[CH2:27]4)=[CH:19][C:18]=3[Cl:24])(=[O:16])=[O:15])[CH2:10]2)=[O:8])[CH2:5][CH2:4]1)#[N:2]. Procedure: The title compound was synthesized in analogy to Example 80, from rac-(1S,35)-3-(2-chloro-4-fluoro-benzenesulfonyl)-cyclopentanecarboxylic acid (1-cyano-cyclopropyl)-amide and 3,3-difluoro-pyrrolidine to afford the desired product as a light yellow oil. MS (EI): 458.2 (M+H)+.